Dataset: the Open Reaction Database (ORD), a public repository of structured organic reaction records. Task: describe an organic reaction: reactants, conditions, products, and yield Starting materials: Brc1ncc(Br)n2ccnc12, CN1CCC(COc2ccc(N)cc2)CC1, CC(C)O, C1CN2CCN1CC2. RXN SMILES: [Br:1][c:2]1[cH:3][n:4][c:5]([Br:11])[c:6]2[n:7]1[cH:8][cH:9][n:10]2.[CH3:20][N:21]1[CH2:22][CH2:23][CH:24]([CH2:27][O:28][c:29]2[cH:30][cH:31][c:32]([NH2:35])[cH:33][cH:34]2)[CH2:25][CH2:26]1.[CH:36]([OH:37])([CH3:38])[CH3:39].[N:12]12[CH2:13][CH2:14][N:15]([CH2:16][CH2:17]1)[CH2:18][CH2:19]2>>[Br:1][c:2]1[cH:3][n:4][c:5]([NH:35][c:32]2[cH:31][cH:30][c:29]([O:28][CH2:27][CH:24]3[CH2:23][CH2:22][N:21]([CH3:20])[CH2:26][CH2:25]3)[cH:34][cH:33]2)[c:6]2[n:7]1[cH:8][cH:9][n:10]2. Product: CN1CCC(COc2ccc(Nc3ncc(Br)n4ccnc34)cc2)CC1. Reactants: ClC1=NC(=NC=C1C(F)(F)F)NC1=CC(=C(C=C1OC)C1=CC=C(C=C1)C(=O)NC)C (4′-(4-Chloro-5-(trifluoromethyl)pyrimidin-2-ylamino)-5′-methoxy-N,2′-dimethylbiphenyl-4-carboxamide), CC1=CC(=NN1)N (5-methyl-1H-pyrazol-3-amine), C([O-])([O-])=O.[Cs+].[Cs+] (cesium carbonate). The reagents and catalysts are Cl[Pd]([P](C1=CC=CC=C1)(C2=CC=CC=C2)C3=CC=CC=C3)([P](C4=CC=CC=C4)(C5=CC=CC=C5)C6=CC=CC=C6)Cl (dichlorobis(triphenylphosphine)palladium). Solvent: C1CCOC1 (THF). Run at temperature 150 celsius. Product: COC=1C(=CC(=C(C1)C1=CC=C(C=C1)C(=O)NC)C)NC1=NC=C(C(=N1)NC1=NNC(=C1)C)C(F)(F)F (5′-Methoxy-N,2′-dimethyl-4′-(4-(5-methyl-1H-pyrazol-3-ylamino)-5-(trifluoromethyl)pyrimidin-2-ylamino)biphenyl-4-carboxamide). As a reaction SMILES: Cl[C:2]1[C:7]([C:8]([F:11])([F:10])[F:9])=[CH:6][N:5]=[C:4]([NH:12][C:13]2[C:18]([O:19][CH3:20])=[CH:17][C:16]([C:21]3[CH:26]=[CH:25][C:24]([C:27]([NH:29][CH3:30])=[O:28])=[CH:23][CH:22]=3)=[C:15]([CH3:31])[CH:14]=2)[N:3]=1.[CH3:32][C:33]1[NH:37][N:36]=[C:35]([NH2:38])[CH:34]=1.C(=O)([O-])[O-].[Cs+].[Cs+]>C1COCC1.Cl[Pd](Cl)([P](C1C=CC=CC=1)(C1C=CC=CC=1)C1C=CC=CC=1)[P](C1C=CC=CC=1)(C1C=CC=CC=1)C1C=CC=CC=1>[CH3:20][O:19][C:18]1[C:13]([NH:12][C:4]2[N:3]=[C:2]([NH:38][C:35]3[CH:34]=[C:33]([CH3:32])[NH:37][N:36]=3)[C:7]([C:8]([F:11])([F:10])[F:9])=[CH:6][N:5]=2)=[CH:14][C:15]([CH3:31])=[C:16]([C:21]2[CH:26]=[CH:25][C:24]([C:27]([NH:29][CH3:30])=[O:28])=[CH:23][CH:22]=2)[CH:17]=1 |f:2.3.4,^1:52,71|. Procedure details: The mixture of 4′-(4-chloro-5-(trifluoromethyl)pyrimidin-2-ylamino)-5′-methoxy-N,2′-dimethylbiphenyl-4-carboxamide (Step 1, 20 mg, 0.044 mmol), 5-methyl-1H-pyrazol-3-amine (4.3 mg, 0.044 mmol), Xantophos (5.0 mg, 0.009 mmol), paladium acetate (II) (1.0 mg, 0.004 mmol), and cesium carbonate (28.6 mg, 0.088 mmol) in 2.0 mL of THF is heated at 150° C. in a microwave reactor for 25 min. The reaction mixture is filtered, the filtrate is concentrated in vacuo, and purified by preparative RP-HPLC to af...